This data is from the Open Reaction Database (ORD), a public repository of structured organic reaction records. The task is: describe an organic reaction: reactants, conditions, products, and yield Reactants: CCCc1c(SCCCCCBr)ccc(C(C)=O)c1O, c1ccc(P(c2ccccc2)c2ccccc2)cc1. Product: [Br-], CCCc1c(SCCCCC[P+](c2ccccc2)(c2ccccc2)c2ccccc2)ccc(C(C)=O)c1O. Reaction SMILES: [C:1]([CH3:2])(=[O:3])[c:4]1[c:5]([OH:20])[c:6]([CH2:17][CH2:18][CH3:19])[c:7]([S:10][CH2:11][CH2:12][CH2:13][CH2:14][CH2:15][Br:16])[cH:8][cH:9]1.[c:21]1([P:27]([c:28]2[cH:29][cH:30][cH:31][cH:32][cH:33]2)[c:34]2[cH:35][cH:36][cH:37][cH:38][cH:39]2)[cH:22][cH:23][cH:24][cH:25][cH:26]1>>[Br-:16].[C:1]([CH3:2])(=[O:3])[c:4]1[c:5]([OH:20])[c:6]([CH2:17][CH2:18][CH3:19])[c:7]([S:10][CH2:11][CH2:12][CH2:13][CH2:14][CH2:15][P+:27]([c:21]2[cH:22][cH:23][cH:24][cH:25][cH:26]2)([c:28]2[cH:29][cH:30][cH:31][cH:32][cH:33]2)[c:34]2[cH:35][cH:36][cH:37][cH:38][cH:39]2)[cH:8][cH:9]1. Starting materials: C(C)(=O)OCC (ethyl acetate), C1(C=2C(C(N1)=O)=CC=CC2)=O.[K] (potassium phthalimide), ClCN1N=NC2=C1C=CC=C2 (1-(chloromethyl)benzotriazole), C1(C=2C(C(N1)=O)=CC=CC2)=O.[K] (potassium phthalimide). Run in CN(C=O)C (dimethylformamide). Product: C1(C=2C(C(N1CN1N=NC3=C1C=CC=C3)=O)=CC=CC2)=O (1-(Phthalimidomethyl)benzotriazole). RXN SMILES: [C:1]1(=[O:11])[NH:5][C:4](=[O:6])[C:3]2=[CH:7][CH:8]=[CH:9][CH:10]=[C:2]12.[K].Cl[CH2:14][N:15]1[C:19]2[CH:20]=[CH:21][CH:22]=[CH:23][C:18]=2[N:17]=[N:16]1.C(OCC)(=O)C>CN(C)C=O>[C:1]1(=[O:11])[N:5]([CH2:14][N:15]2[C:19]3[CH:20]=[CH:21][CH:22]=[CH:23][C:18]=3[N:17]=[N:16]2)[C:4](=[O:6])[C:3]2=[CH:7][CH:8]=[CH:9][CH:10]=[C:2]12 |f:0.1,^1:11|. Procedure details: A solution of potassium phthalimide (5.55 g) and crude 1-(chloromethyl)benzotriazole (5.02 g) in 75 ml dimethylformamide was stirred at ambient temperature for 2 hours. An additional portion of potassium phthalimide (1.0 g) was added. After 2 hours an aqueous ethyl acetate extractive work up gave a crude solid. Recrystallization from acetonitrile gave a colorless solid, m.p. 177°-180° C. (5.49 g). Reactants: CCOC(=O)c1cn2c(-c3cccs3)cnc(N3CCN(C(=O)OC(C)(C)C)CC3)c2n1, C1CCOC1, [Li+], [OH-], O. The product is CC(C)(C)OC(=O)N1CCN(c2ncc(-c3cccs3)n3cc(C(=O)O)nc23)CC1. As a reaction SMILES: [C:1]([CH3:2])([CH3:3])([CH3:4])[O:5][C:6](=[O:7])[N:8]1[CH2:9][CH2:10][N:11]([c:14]2[c:15]3[n:16]([c:17](-[c:20]4[s:21][cH:22][cH:23][cH:24]4)[cH:18][n:19]2)[cH:25][c:26]([C:28](=[O:29])[O:30][CH2:31][CH3:32])[n:27]3)[CH2:12][CH2:13]1.[CH2:36]1[O:37][CH2:38][CH2:39][CH2:40]1.[Li+:34].[OH-:33].[OH2:35]>>[C:1]([CH3:2])([CH3:3])([CH3:4])[O:5][C:6](=[O:7])[N:8]1[CH2:9][CH2:10][N:11]([c:14]2[c:15]3[n:16]([c:17](-[c:20]4[s:21][cH:22][cH:23][cH:24]4)[cH:18][n:19]2)[cH:25][c:26]([C:28](=[O:29])[OH:30])[n:27]3)[CH2:12][CH2:13]1. As a reaction SMILES: [CH2:1]1[CH2:13][O:12][C:11]2[CH:10]=[CH:9][C:5]([CH2:6][CH2:7][NH2:8])=[CH:4][C:3]=2[O:2]1.Cl[C:15]1[C:16]2[CH:28]=[C:27]([Cl:29])[S:26][C:17]=2[N:18]=[C:19]([C:21]2[O:25][N:24]=[CH:23][CH:22]=2)[N:20]=1>>[O:25]1[C:21]([C:19]2[N:20]=[C:15]([NH:8][CH2:7][CH2:6][C:5]3[CH:9]=[CH:10][C:11]4[O:12][CH2:13][CH2:1][O:2][C:3]=4[CH:4]=3)[C:16]3[CH:28]=[C:27]([Cl:29])[S:26][C:17]=3[N:18]=2)=[CH:22][CH:23]=[N:24]1. Reported procedure: With the procedure of Example 1, the reaction of 3,4-ethylenedioxyphenethylamine with 4-chloro-2-(isoxazol-5-yl)-6-chloro-thieno-[2,3-d]-pyrimidine yields 2-(isoxazol-5-yl)-4-(3,4-ethylenedioxyphenethylamino)-6-chloro-thieno-[2,3-d]-pyrimidine. The reactants are C1OC=2C=C(CCN)C=CC2OC1 (3,4-ethylenedioxyphenethylamine), ClC=1C2=C(N=C(N1)C1=CC=NO1)SC(=C2)Cl (4-chloro-2-(isoxazol-5-yl)-6-chloro-thieno-[2,3-d]-pyrimidine). The product is O1N=CC=C1C=1N=C(C2=C(N1)SC(=C2)Cl)NCCC2=CC1=C(C=C2)OCCO1 (2-(isoxazol-5-yl)-4-(3,4-ethylenedioxyphenethylamino)-6-chloro-thieno-[2,3-d]-pyrimidine). Starting materials: ClC1=NC=C2C=C([N+](=CC2=C1)[O-])C=1C=NC=C(C1C)F (7-chloro-3-(5-fluoro-4-methylpyridin-3-yl)-2,6-naphthyridine 2-oxide), C(N)(OC(C)(C)C)=O (tert-butyl carbamate), C1(CCCCC1)P(C1=C(C(=CC=C1OC)OC)C1=C(C=C(C=C1C(C)C)C(C)C)C(C)C)C1CCCCC1 (2-(dicyclohexylphosphino)3,6-dimethoxy-2′,4′,6′-triisopropyl-1,1′-biphenyl), chloro[2-(dicyclohexylphosphino)-3,6-dimethoxy-2′-4′-6′-tri-1-propyl-1,1′-biphenyl][2-(2-aminoeth yl)phenyl]palladium(II), C([O-])([O-])=O.[Cs+].[Cs+] (cesium carbonate), Teflon. Solvent: O1CCOCC1 (dioxane), ClCCl (dichloromethane), CO (methanol). Reaction conditions: temperature 100 celsius. Product: C(C)(C)(C)OC(=O)NC1=NC=C2C=C([N+](=CC2=C1)[O-])C=1C=NC=C(C1C)F (7-(tert-butoxycarbonylamino)-3-(5-fluoro-4-methylpyridin-3-yl)-2,6-naphthyridine 2-oxide). Yield: 37.9%. Reaction SMILES: Cl[C:2]1[CH:11]=[C:10]2[C:5]([CH:6]=[C:7]([C:13]3[CH:14]=[N:15][CH:16]=[C:17]([F:20])[C:18]=3[CH3:19])[N+:8]([O-:12])=[CH:9]2)=[CH:4][N:3]=1.[C:21](=[O:28])([O:23][C:24]([CH3:27])([CH3:26])[CH3:25])[NH2:22].C1(P(C2CCCCC2)C2C(OC)=CC=C(OC)C=2C2C(C(C)C)=CC(C(C)C)=CC=2C(C)C)CCCCC1.C(=O)([O-])[O-].[Cs+].[Cs+]>O1CCOCC1.ClCCl.CO>[C:24]([O:23][C:21]([NH:22][C:2]1[CH:11]=[C:10]2[C:5]([CH:6]=[C:7]([C:13]3[CH:14]=[N:15][CH:16]=[C:17]([F:20])[C:18]=3[CH3:19])[N+:8]([O-:12])=[CH:9]2)=[CH:4][N:3]=1)=[O:28])([CH3:27])([CH3:26])[CH3:25] |f:3.4.5|. Procedure details: A mixture of 7-chloro-3-(5-fluoro-4-methylpyridin-3-yl)-2,6-naphthyridine 2-oxide (150 mg, 0.52 mmol), tert-butyl carbamate (121 mg, 1.04 mmol), 2-(dicyclohexylphosphino)3,6-dimethoxy-2′,4′,6′-triisopropyl-1,1′-biphenyl (58 mg, 0.10 mmol), chloro[2-(dicyclohexylphosphino)-3,6-dimethoxy-2′-4′-6′-tri-1-propyl-1,1′-biphenyl][2-(2-aminoeth yl)phenyl]palladium(II) (42 mg, 0.052 mmol), and cesium carbonate (341 mg, 1.04 mmol) in dioxane (2.5 mL) was heated at 100° C. for 8 hours in a vial sealed with ... Reactants: C(C)(C)C1CCC=2N=CN=C(C21)O (5-isopropyl-6,7-dihydro-5H-cyclopenta[d]pyrimidin-4-ol), C(C)#N (acetonitrile), O=P(Cl)(Cl)Cl (POCl3), O=P(Cl)(Cl)Cl (POCl3), TEA, O=P(Cl)(Cl)Cl (POCl3). Conditions: temperature 80 celsius. Yields the product ClC=1C2=C(N=CN1)CCC2C(C)C (4-chloro-5-isopropyl-6,7-dihydro-5H-cyclopenta[d]pyrimidine). Yield: 26.0%. RXN SMILES: [CH:1]([CH:4]1[C:12]2[C:11](O)=[N:10][CH:9]=[N:8][C:7]=2[CH2:6][CH2:5]1)([CH3:3])[CH3:2].C(#N)C.O=P(Cl)(Cl)[Cl:19]>>[Cl:19][C:11]1[C:12]2[CH:4]([CH:1]([CH3:3])[CH3:2])[CH2:5][CH2:6][C:7]=2[N:8]=[CH:9][N:10]=1. Procedure details: A solution of 5-isopropyl-6,7-dihydro-5H-cyclopenta[d]pyrimidin-4-ol (4.29 g, 24.09 mmol) in acetonitrile (94.75 mL, 1814 mmol) was treated with POCl3 (6.62 mL, 72.28 mmol). The mixture was heated at 80° C. overnight. No reaction was observed by LC-MS or HPLC. An additional 3 equivalents of POCl3 were added, and the reaction was heated at 80° C. for 4 hours. The reaction was charged with an additional 10 equivalents of POCl3 and TEA (6.716 mL, 48.18 mmol) and heated at 80° C. overnight. The reac... The reactants are Cc1ccccc1, CN(C)C=O, [Cl-], O=C(Cl)C(=O)Cl, OCC(=CF)CCc1ccc(F)cc1, [Na+]. Product: FC=C(CCl)CCc1ccc(F)cc1. As a reaction SMILES: [CH3:28][c:29]1[cH:30][cH:31][cH:32][cH:33][cH:34]1.[CH3:7][N:8]([CH3:9])[CH:10]=[O:11].[Cl-:27].[Cl:1][C:2]([C:3]([Cl:4])=[O:5])=[O:6].[F:12][CH:13]=[C:14]([CH2:15][OH:16])[CH2:17][CH2:18][c:19]1[cH:20][cH:21][c:22]([F:25])[cH:23][cH:24]1.[Na+:26]>>[Cl:1][CH2:15][C:14](=[CH:13][F:12])[CH2:17][CH2:18][c:19]1[cH:20][cH:21][c:22]([F:25])[cH:23][cH:24]1. Reactants: C(C)(=O)CC=1C(=C(C=CC1[N+](=O)[O-])OCC1=CC=CC=C1)F (3-acetylmethyl-1-benzyloxy-2-fluoro-4-nitrobenzene). Reagents/catalysts: [Pd] (palladium on charcoal). The solvent is C(C)O (ethanol), C(C)(=O)O (acetic acid). Reaction conditions: time 2 hour. Yields the product FC1=C2C=C(NC2=CC=C1O)C (4-fluoro-5-hydroxy-2-methylindole). RXN SMILES: [C:1]([CH2:4][C:5]1[C:6]([F:22])=[C:7]([O:14]CC2C=CC=CC=2)[CH:8]=[CH:9][C:10]=1[N+:11]([O-])=O)(=O)[CH3:2]>C(O)C.C(O)(=O)C.[Pd]>[F:22][C:6]1[C:7]([OH:14])=[CH:8][CH:9]=[C:10]2[C:5]=1[CH:4]=[C:1]([CH3:2])[NH:11]2. Reported procedure: A solution of 3-acetylmethyl-1-benzyloxy-2-fluoro-4-nitrobenzene (300 mg, 0.99 mmol) in ethanol (10 ml) and acetic acid (1 ml) containing 10% palladium on charcoal (30 mg) was hydrogenated at 2 atmospheres pressure for 2 hours. The mixture was filtered and the filtrate was evaporated. The residue was dissolved in ethyl acetate and the organic layer was washed with aqueous sodium hydrogen carbonate, brine and evaporated to give 4-fluoro-5-hydroxy-2-methylindole. The residue was purified by column...